From a dataset of the Open Reaction Database (ORD), a public repository of structured organic reaction records. describe an organic reaction: reactants, conditions, products, and yield The solvent is CN(C=O)C (dimethyl formamide), CN(C=O)C (dimethyl formamide). Product: C(CCC)N1C(C2C(N(C(C(C1=O)C2(C)C)=O)CC2=C(C=CC(=C2)C)C)=O)=O (3-butyl-7-(2,5-dimethylbenzyl)-9, 9-dimethyl-2,4,6,8-tetraoxo-3,7diazabicyclo[3,3, 1]nonane). Isolated yield 32.0%. Reactants: C(CCC)N1C(C2C(NC(C(C1=O)C2(C)C)=O)=O)=O (3-butyl-9,9-dimethyl-2,4,6, 8-tetraoxo-3,7-diazabicyclo[3,3,1]nonane), C([O-])([O-])=O.[K+].[K+] (potassium carbonate), CC1=C(CCl)C=C(C=C1)C (2,5-dimethylbenzyl chloride). Reaction conditions: temperature 120 celsius. Reported procedure: 2.6 g of 3-butyl-9,9-dimethyl-2,4,6, 8-tetraoxo-3,7-diazabicyclo[3,3,1]nonane were heated to 120° C. in 50 ml of dimethyl formamide with 1.7 g potassium carbonate for one hour. After cooling, a solution of 1.8 g of 2,5-dimethylbenzyl chloride in 20 ml of dimethyl formamide was added dropwise to the reaction mixture, and the reaction mixture was heated to 120° C. for another 3 hours. The reaction mixture was worked up by distilling off the dimethyl formamide, taking up the residue in dichlorometh... Reaction SMILES: [CH2:1]([N:5]1[C:12](=[O:13])[CH:11]2[C:14]([CH3:16])([CH3:15])[CH:7]([C:8](=[O:18])[NH:9][C:10]2=[O:17])[C:6]1=[O:19])[CH2:2][CH2:3][CH3:4].C(=O)([O-])[O-].[K+].[K+].[CH3:26][C:27]1[CH:34]=[CH:33][C:32]([CH3:35])=[CH:31][C:28]=1[CH2:29]Cl>CN(C)C=O>[CH2:1]([N:5]1[C:6](=[O:19])[CH:7]2[C:14]([CH3:15])([CH3:16])[CH:11]([C:10](=[O:17])[N:9]([CH2:29][C:28]3[CH:31]=[C:32]([CH3:35])[CH:33]=[CH:34][C:27]=3[CH3:26])[C:8]2=[O:18])[C:12]1=[O:13])[CH2:2][CH2:3][CH3:4] |f:1.2.3|. The reactants are [Al+3], CC(=O)Cl, COc1ccc2c(c1)C(C)(C)CCC2, [Cl-], [Cl-], [Cl-], ClCCl. The product is COc1cc2c(cc1C(C)=O)CCCC2(C)C. As a reaction SMILES: [Al+3:2].[CH3:5][C:6]([Cl:7])=[O:8].[CH3:9][O:10][c:11]1[cH:12][cH:13][c:14]2[c:19]([cH:20]1)[C:18]([CH3:21])([CH3:22])[CH2:17][CH2:16][CH2:15]2.[Cl-:1].[Cl-:3].[Cl-:4].[Cl:23][CH2:24][Cl:25]>>[CH3:5][C:6](=[O:8])[c:12]1[c:11]([O:10][CH3:9])[cH:20][c:19]2[c:14]([cH:13]1)[CH2:15][CH2:16][CH2:17][C:18]2([CH3:21])[CH3:22]. Reactants: C(C)(C)(C)OC(=O)N1CC(CC1)C(=O)C1=CC=C2C(=NC=NN21)N (3-(4-amino-pyrrolo[2,1-f][1,2,4]triazine-7-carbonyl)-pyrrolidine-1-carboxylic acid tert-butyl ester), BrN1C(=O)N(C(=O)C1(C)C)Br (1,3-dibromo-5,5-dimethylhydantoin). Run in O1CCCC1 (tetrahydrofuran), C1CCOC1 (THF). Run at temperature -20 celsius, time 2 hour. The product is C(C)(C)(C)OC(=O)N1CC(CC1)C(=O)C1=CC(=C2C(=NC=NN21)N)Br (3-(4-Amino-5-bromo-pyrrolo[2,1-f][1,2,4]triazine-7-carbonyl)-pyrrolidine-1-carboxylic acid tert-butyl ester). The yield is 164.6%. Reaction SMILES: [C:1]([O:5][C:6]([N:8]1[CH2:12][CH2:11][CH:10]([C:13]([C:15]2[N:23]3[C:18]([C:19]([NH2:24])=[N:20][CH:21]=[N:22]3)=[CH:17][CH:16]=2)=[O:14])[CH2:9]1)=[O:7])([CH3:4])([CH3:3])[CH3:2].[Br:25]N1C(C)(C)C(=O)N(Br)C1=O>O1CCCC1>[C:1]([O:5][C:6]([N:8]1[CH2:12][CH2:11][CH:10]([C:13]([C:15]2[N:23]3[C:18]([C:19]([NH2:24])=[N:20][CH:21]=[N:22]3)=[C:17]([Br:25])[CH:16]=2)=[O:14])[CH2:9]1)=[O:7])([CH3:4])([CH3:2])[CH3:3]. Procedure details: To a cooled (−20° C.) solution of 3-(4-amino-pyrrolo[2,1-f][1,2,4]triazine-7-carbonyl)-pyrrolidine-1-carboxylic acid tert-butyl ester (1.19 g, 3.59 mmol) in tetrahydrofuran (35 mL) was added THF solution of 1,3-dibromo-5,5-dimethylhydantoin (0.56 g, 1.97 mmol). The mixture was allowed to stir (−20° C.) for 2 h and then allowed to warm to rt. The reaction was quenched with the addition of 10% aqueous Na2S2O3 solution. The mixture was extracted with ethyl acetate (3×75 mL). The combined organics w...